This data is from the Open Reaction Database (ORD), a public repository of structured organic reaction records. The task is: describe an organic reaction: reactants, conditions, products, and yield Starting materials: C(=O)C1C(C2=CC=CC(=C2CC1)OC)=O (2-formyl-5-methoxy-3,4-dihydronaphthalen-1(2H)-one), Cl.NO (hydroxylamine hydrochloride). The solvent is CO (methanol). Yields the product COC1=C2CCC=3C=NOC3C2=CC=C1 (6-methoxy-4,5-dihydronaphth[2,1-d]isoxazole). Reaction SMILES: [CH:1]([CH:3]1[CH2:12][CH2:11][C:10]2[C:5](=[CH:6][CH:7]=[CH:8][C:9]=2[O:13][CH3:14])[C:4]1=[O:15])=O.Cl.[NH2:17]O>CO>[CH3:14][O:13][C:9]1[CH:8]=[CH:7][CH:6]=[C:5]2[C:10]=1[CH2:11][CH2:12][C:3]1[CH:1]=[N:17][O:15][C:4]=12 |f:1.2|. Reported procedure: A mixture of the product obtained in step (i) (23.8 g, 0.11 mol) and hydroxylamine hydrochloride (8.2 g, 0.12 mol) in methanol (300 ml) is refluxed for ten minutes and then evaporated off under vacuum. Water is added thereto and the mixture is extracted with ethyl ether affording 19 g of the compound indicated in the title; m.p. 84°-86° C. Starting materials: C(=O)(OC(C)(C)C)N1C(OC=C1C(=O)OC)[C@@H](CCC1=CC=CC=C1)N (methyl N-Boc-2-[(1R)-1-amino-3-phenylpropyl]4-oxazolecarboxylate), C([O-])([O-])=O.[K+].[K+] (potassium carbonate), O (water). Run in CO.O (methanol water). Product: C(=O)(OC(C)(C)C)N1C(OC=C1C(=O)O)[C@@H](CCC1=CC=CC=C1)N (N-Boc-2-[(1R)-1-amino-3-phenylpropyl]-4-oxazolecarboxylic Acid). Reaction SMILES: [C:1]([N:8]1[C:12]([C:13]([O:15]C)=[O:14])=[CH:11][O:10][CH:9]1[C@H:17]([NH2:26])[CH2:18][CH2:19][C:20]1[CH:25]=[CH:24][CH:23]=[CH:22][CH:21]=1)([O:3][C:4]([CH3:7])([CH3:6])[CH3:5])=[O:2].C(=O)([O-])[O-].[K+].[K+].O>CO.O>[C:1]([N:8]1[C:12]([C:13]([OH:15])=[O:14])=[CH:11][O:10][CH:9]1[C@H:17]([NH2:26])[CH2:18][CH2:19][C:20]1[CH:21]=[CH:22][CH:23]=[CH:24][CH:25]=1)([O:3][C:4]([CH3:6])([CH3:7])[CH3:5])=[O:2] |f:1.2.3,5.6|. Procedure: A solution of methyl N-Boc-2-[(1R)-1-amino-3-phenylpropyl]4-oxazolecarboxylate (388 mg) and potassium carbonate (1.5 g) in 90% methanol/water (10 mL) is brought to gentle reflux for 40 min. The reaction mixture is cooled, water is added and extracted thrice with ethyl acetate. The aqueous layer is acidified to pH 3 and extracted three times with ethyl acetate. The combined organic layer is washed twice with brine, dried (Na2SO4) and concentrated. The crude title product (372 mg) was >95% pure by... The reactants are CC(Nc1nc(S(C)(=O)=O)nc(Cl)c1-c1c(F)cc(F)cc1F)C(F)(F)F, NNc1ccccc1. Product: CC(Nc1nc(N(N)c2ccccc2)nc(Cl)c1-c1c(F)cc(F)cc1F)C(F)(F)F. Reaction SMILES: [Cl:1][c:2]1[c:3](-[c:19]2[c:20]([F:27])[cH:21][c:22]([F:26])[cH:23][c:24]2[F:25])[c:4]([NH:12][CH:13]([CH3:14])[C:15]([F:16])([F:17])[F:18])[n:5][c:6]([S:8]([CH3:9])(=[O:10])=[O:11])[n:7]1.[NH2:28][NH:29][c:30]1[cH:31][cH:32][cH:33][cH:34][cH:35]1>>[Cl:1][c:2]1[c:3](-[c:19]2[c:20]([F:27])[cH:21][c:22]([F:26])[cH:23][c:24]2[F:25])[c:4]([NH:12][CH:13]([CH3:14])[C:15]([F:16])([F:17])[F:18])[n:5][c:6]([N:29]([NH2:28])[c:30]2[cH:31][cH:32][cH:33][cH:34][cH:35]2)[n:7]1. Reactants: BrCc1ccccc1, [H-], [Na+], CN(C)C=O, O, O=C(c1ccccc1)c1ccc(O)cc1. Yields the product O=C(c1ccccc1)c1ccc(OCc2ccccc2)cc1. Reaction SMILES: [Br:18][CH2:19][c:20]1[cH:21][cH:22][cH:23][cH:24][cH:25]1.[H-:2].[Na+:1].[O:27]=[CH:28][N:29]([CH3:30])[CH3:31].[OH2:26].[OH:3][c:4]1[cH:5][cH:6][c:7]([C:10](=[O:11])[c:12]2[cH:13][cH:14][cH:15][cH:16][cH:17]2)[cH:8][cH:9]1>>[O:3]([c:4]1[cH:5][cH:6][c:7]([C:10](=[O:11])[c:12]2[cH:13][cH:14][cH:15][cH:16][cH:17]2)[cH:8][cH:9]1)[CH2:19][c:20]1[cH:21][cH:22][cH:23][cH:24][cH:25]1. The reactants are BrCC(=O)OC (methyl bromoacetate), IC=1C=C(C=CC1)CN1C2=CC=CC(=C2C=2C(=CC=CC12)O)C(N)=O (9-[(3-iodophenyl)methyl]-4-hydroxy-5-carbamoyl carbazole), resultant mixture. Run in C(C)(=O)OCC (ethyl acetate), CN(C)C=O (DMF). Conditions: time 3 minute. Yields the product IC=1C=C(C=CC1)CN1C2=CC=CC(=C2C=2C(=CC=CC12)OCC(=O)OC)C(N)=O ({9-[(3-iodophenyl)methyl]-5-carbamoylcarbazol-4-yl}oxyacetic acid, methyl ester). The yield is 86.0%. Reaction SMILES: [I:1][C:2]1[CH:3]=[C:4]([CH2:8][N:9]2[C:21]3[CH:20]=[CH:19][CH:18]=[C:17]([OH:22])[C:16]=3[C:15]3[C:10]2=[CH:11][CH:12]=[CH:13][C:14]=3[C:23](=[O:25])[NH2:24])[CH:5]=[CH:6][CH:7]=1.Br[CH2:27][C:28]([O:30][CH3:31])=[O:29]>CN(C=O)C.C(OCC)(=O)C>[I:1][C:2]1[CH:3]=[C:4]([CH2:8][N:9]2[C:21]3[CH:20]=[CH:19][CH:18]=[C:17]([O:22][CH2:27][C:28]([O:30][CH3:31])=[O:29])[C:16]=3[C:15]3[C:10]2=[CH:11][CH:12]=[CH:13][C:14]=3[C:23](=[O:25])[NH2:24])[CH:5]=[CH:6][CH:7]=1. Procedure: 40% Methanolic Triton B (0.07 mL, 0.15 mM) was added to a solution of the 9-[(3-iodophenyl)methyl]-4-hydroxy-5-carbamoyl carbazole (60 mg, 0.13 mM) in 8 mL DMF at room temperature. After 3 minutes, methyl bromoacetate (30 mg, 0.19 mM) was added and the resultant mixture stirred at room temperature for 17 hours. The mixture was diluted with ethyl acetate, washed with H2O and saturated brine, dried over magnesium sulfate, filtered, and concentrated. The residue was purified by column chromatograph... Starting materials: CC(=O)OC1CC2CC1CN(Cc1ccccc1)C2, CO, [K+], [OH-], O. The product is OC1CC2CC1CN(Cc1ccccc1)C2. Reaction SMILES: [CH2:1]([c:2]1[cH:3][cH:4][cH:5][cH:6][cH:7]1)[N:8]1[CH2:9][CH:10]2[CH2:11][CH:12]([O:16][C:17](=[O:18])[CH3:19])[CH:13]([CH2:14]1)[CH2:15]2.[CH3:22][OH:23].[K+:21].[OH-:20].[OH2:24]>>[CH2:1]([c:2]1[cH:3][cH:4][cH:5][cH:6][cH:7]1)[N:8]1[CH2:9][CH:10]2[CH2:11][CH:12]([OH:16])[CH:13]([CH2:14]1)[CH2:15]2.